From a dataset of the Open Reaction Database (ORD), a public repository of structured organic reaction records. describe an organic reaction: reactants, conditions, products, and yield The reactants are CC1=NOC2=C1C(=CC(=C2)C)OC2=CC=C(C=C2)[N+](=O)[O-] (3,6-dimethyl-4-[(4-nitrophenyl)oxy]-1,2-benzisoxazole), CC1=NOC2=C1C(=CC(=C2)C)OC2=CC=C(C=C2)[N+](=O)[O-] (3,6-dimethyl-4-[(4-nitrophenyl)oxy]-1,2-benzisoxazole), O.O.[Sn](Cl)(Cl)(Cl)Cl (tin chloride dihydrate). The solvent is C(C)O (ethanol). Product: CC1=NOC2=C1C(=CC(=C2)C)OC2=CC=C(C=C2)N ({4-[(3,6-dimethyl-1,2-benzisoxazol-4-yl)oxy]phenyl}amine). The yield is 139.7%. Reaction SMILES: [CH3:1][C:2]1[C:6]2[C:7]([O:12][C:13]3[CH:18]=[CH:17][C:16]([N+:19]([O-])=O)=[CH:15][CH:14]=3)=[CH:8][C:9]([CH3:11])=[CH:10][C:5]=2[O:4][N:3]=1.O.O.[Sn](Cl)(Cl)(Cl)Cl>C(O)C>[CH3:1][C:2]1[C:6]2[C:7]([O:12][C:13]3[CH:18]=[CH:17][C:16]([NH2:19])=[CH:15][CH:14]=3)=[CH:8][C:9]([CH3:11])=[CH:10][C:5]=2[O:4][N:3]=1 |f:1.2.3|. Procedure details: 3,6-dimethyl-4-[(4-nitrophenyl)oxy]-1,2-benzisoxazole (Intermediate 20, 208 mg) was dissolved in ethanol (10.0 ml) and tin chloride dihydrate (991 mg, 4.39 mmol) was added. The reaction mixture was stirred and heated at reflux for 4 hours. After the removal of the volatiles, water was added and the reaction mixture was extracted two times with ethyl acetate. The collected organic were dried over sodium sulphate, filtered and evaporated to afford 260 mg of the title compound.